Dataset: the Open Reaction Database (ORD), a public repository of structured organic reaction records. Task: describe an organic reaction: reactants, conditions, products, and yield Reactants: cyclic sulfate, CC[C@@H](CC[C@H](CC)O)O ((3S,6S)-3,6-octanediol), PC1=C(C2=C(S1)C=CC=C2)P (2,3-bisphosphinobenzo[b]thiophene). Product: C(C)[C@H]1P([C@@H](CC1)CC)C1=C(C2=C(S1)C=CC=C2)P2[C@@H](CC[C@H]2CC)CC (2,3-bis[(2R, 5R)-2,5-diethyl-phospholan-1-yl)-benzo[b]thiophene). The yield is 48.0%. As a reaction SMILES: [CH3:1][CH2:2][C@H:3](O)[CH2:4][CH2:5][C@@H:6](O)[CH2:7][CH3:8].[PH2:11][C:12]1[S:16][C:15]2[CH:17]=[CH:18][CH:19]=[CH:20][C:14]=2[C:13]=1[PH2:21]>>[CH2:2]([C@@H:3]1[CH2:4][CH2:5][C@@H:6]([CH2:7][CH3:8])[P:11]1[C:12]1[S:16][C:15]2[CH:17]=[CH:18][CH:19]=[CH:20][C:14]=2[C:13]=1[P:21]1[C@H:6]([CH2:7][CH3:8])[CH2:5][CH2:4][C@H:3]1[CH2:2][CH3:1])[CH3:1]. Procedure: In analogy to Example 11, the cyclic sulfate derived from (3S,6S)-3,6-octanediol is reacted with 2,3-bisphosphinobenzo[b]thiophene to give the title compound in 48% yield. Reactants: CC1(C)CNCC1O, O=C(Cl)OCc1ccccc1, ClCCl, Cl, [Na+], [OH-]. Product: CC1(C)CN(C(=O)OCc2ccccc2)CC1O. Reaction SMILES: [CH3:2][C:3]1([CH3:9])[CH:4]([OH:8])[CH2:5][NH:6][CH2:7]1.[Cl:12][C:13](=[O:14])[O:15][CH2:16][c:17]1[cH:18][cH:19][cH:20][cH:21][cH:22]1.[Cl:23][CH2:24][Cl:25].[ClH:1].[Na+:11].[OH-:10]>>[CH3:2][C:3]1([CH3:9])[CH:4]([OH:8])[CH2:5][N:6]([C:13](=[O:14])[O:15][CH2:16][c:17]2[cH:18][cH:19][cH:20][cH:21][cH:22]2)[CH2:7]1. The reactants are [BH4-], CC1(C)OC(=O)C(CC=O)O1, CC(=O)O, ClCCCl, Nc1cc(F)cc(F)c1, [Na+]. Yields the product CC1(C)OC(=O)C(CCNc2cc(F)cc(F)c2)O1. As a reaction SMILES: [BH4-:25].[CH3:10][C:11]1([CH3:20])[O:12][C:13](=[O:19])[CH:14]([CH2:16][CH:17]=[O:18])[O:15]1.[CH3:21][C:22](=[O:23])[OH:24].[Cl:27][CH2:28][CH2:29][Cl:30].[F:1][c:2]1[cH:3][c:4]([NH2:5])[cH:6][c:7]([F:9])[cH:8]1.[Na+:26]>>[F:1][c:2]1[cH:3][c:4]([NH:5][CH2:17][CH2:16][CH:14]2[C:13](=[O:19])[O:12][C:11]([CH3:10])([CH3:20])[O:15]2)[cH:6][c:7]([F:9])[cH:8]1. Starting materials: FC=1C=C(C=CC1)NC1=NC=C(C(=N1)NCCC)C#CC=1C=C(C=CC1)NC([C@H](C)NC)=O ((S)—N-(3-((2-((3-fluorophenyl)amino)-4-(propylamino)pyrimidin-5-yl)ethynyl)phenyl)-2-(methylamino)propanamide), Cl.CN(C/C=C/C(=O)O)C (4-dimethylaminocrotonic acid hydrochloride), Cl.C(C)N=C=NCCCN(C)C (1-ethyl-3-(3-dimethylaminopropyl)carbodiimide hydrochloride), C(C)(C)N(C(C)C)CC (N,N-diisopropylethylamine), C(O)([O-])=O.[Na+] (sodium hydrogencarbonate). Solvent: CN(C=O)C (N,N-dimethylformamide), C(C)(=O)OCC (ethyl acetate). Conditions: time 13 hour. Yields the product CN(C/C=C/C(=O)N(C)[C@H](C(=O)NC1=CC(=CC=C1)C#CC=1C(=NC(=NC1)NC1=CC(=CC=C1)F)NCCC)C)C ((S,E)-4-(dimethylamino)-N-(1-((3-((2-((3-fluorophenyl)amino)-4-(propylamino)pyrimidin-5-yl)ethynyl)phenyl)amino)-1-oxopropan-2-yl)-N-methyl-2-butenamide). RXN SMILES: [F:1][C:2]1[CH:3]=[C:4]([NH:8][C:9]2[N:14]=[C:13]([NH:15][CH2:16][CH2:17][CH3:18])[C:12]([C:19]#[C:20][C:21]3[CH:22]=[C:23]([NH:27][C:28](=[O:33])[C@@H:29]([NH:31][CH3:32])[CH3:30])[CH:24]=[CH:25][CH:26]=3)=[CH:11][N:10]=2)[CH:5]=[CH:6][CH:7]=1.Cl.[CH3:35][N:36]([CH3:43])[CH2:37]/[CH:38]=[CH:39]/[C:40](O)=[O:41].Cl.C(N=C=NCCCN(C)C)C.C(N(CC)C(C)C)(C)C.C(=O)([O-])O.[Na+]>C(OCC)(=O)C.CN(C)C=O>[CH3:35][N:36]([CH3:43])[CH2:37]/[CH:38]=[CH:39]/[C:40]([N:31]([C@@H:29]([CH3:30])[C:28]([NH:27][C:23]1[CH:24]=[CH:25][CH:26]=[C:21]([C:20]#[C:19][C:12]2[C:13]([NH:15][CH2:16][CH2:17][CH3:18])=[N:14][C:9]([NH:8][C:4]3[CH:5]=[CH:6][CH:7]=[C:2]([F:1])[CH:3]=3)=[N:10][CH:11]=2)[CH:22]=1)=[O:33])[CH3:32])=[O:41] |f:1.2,3.4,6.7|. Procedure details: To (S)—N-(3-((2-((3-fluorophenyl)amino)-4-(propylamino)pyrimidin-5-yl)ethynyl)phenyl)-2-(methylamino)propanamide (G3, 67 mg), 4-dimethylaminocrotonic acid hydrochloride (50 mg) and 1-ethyl-3-(3-dimethylaminopropyl)carbodiimide hydrochloride (58 mg), N,N-dimethylformamide (1.5 mL) and N,N-diisopropylethylamine (105 μL) were added at room temperature, and the mixture was stirred at the same temperature for 13 hours. To the reaction mixture, saturated aqueous sodium hydrogencarbonate and ethyl acet... The reactants are C(C1=CC=CC=C1)OC(=O)N1[C@H](C(=O)N2[C@@H](CCC2)C(CSC2=CC=C(C=C2)[N+](=O)[O-])O)CCC1 ((2S)-1-(N-Benzyloxycarbonyl-L-prolyl)-2-[1-hydroxy-2-(4-nitrophenylthio)ethyl]pyrrolidine), ClCCl (dichloromethane), ClC1=CC(=CC=C1)C(=O)OO (m-chloroperbenzoic acid). The product is C(C1=CC=CC=C1)OC(=O)N1[C@H](C(=O)N2[C@@H](CCC2)C(CS(=O)C2=CC=C(C=C2)[N+](=O)[O-])O)CCC1 ((2S)-1-(N-Benzyloxycarbonyl-L-prolyl)-2-[1-hydroxy-2-(4-nitrophenylsulfinyl)ethyl]pyrrolidine). RXN SMILES: [CH2:1]([O:8][C:9]([N:11]1[CH2:35][CH2:34][CH2:33][C@H:12]1[C:13]([N:15]1[CH2:19][CH2:18][CH2:17][C@H:16]1[CH:20]([OH:32])[CH2:21][S:22][C:23]1[CH:28]=[CH:27][C:26]([N+:29]([O-:31])=[O:30])=[CH:25][CH:24]=1)=[O:14])=[O:10])[C:2]1[CH:7]=[CH:6][CH:5]=[CH:4][CH:3]=1.ClCCl.ClC1C=CC=C(C(OO)=[O:47])C=1>>[CH2:1]([O:8][C:9]([N:11]1[CH2:35][CH2:34][CH2:33][C@H:12]1[C:13]([N:15]1[CH2:19][CH2:18][CH2:17][C@H:16]1[CH:20]([OH:32])[CH2:21][S:22]([C:23]1[CH:24]=[CH:25][C:26]([N+:29]([O-:31])=[O:30])=[CH:27][CH:28]=1)=[O:47])=[O:14])=[O:10])[C:2]1[CH:7]=[CH:6][CH:5]=[CH:4][CH:3]=1. Procedure details: (2S)-1-(N-Benzyloxycarbonyl-L-prolyl)-2-[1-hydroxy-2-(4-nitrophenylthio)ethyl]pyrrolidine (1.50 g) was subjected to oxidation as in Example 2-A) in dichloromethane using 1.1 equivalent of m-chloroperbenzoic acid to give 894 mg of the title compound. The reactants are CO, CSc1ccc(C(CC2CCCC2)C(=O)O)cc1, O=S(=O)(O)O. The product is COC(=O)C(CC1CCCC1)c1ccc(SC)cc1. RXN SMILES: [CH3:24][OH:25].[CH:1]1([CH2:6][CH:7]([C:8](=[O:9])[OH:10])[c:11]2[cH:12][cH:13][c:14]([S:17][CH3:18])[cH:15][cH:16]2)[CH2:2][CH2:3][CH2:4][CH2:5]1.[S:19](=[O:20])(=[O:21])([OH:22])[OH:23]>>[CH:1]1([CH2:6][CH:7]([C:8]([O:9][CH3:24])=[O:10])[c:11]2[cH:12][cH:13][c:14]([S:17][CH3:18])[cH:15][cH:16]2)[CH2:2][CH2:3][CH2:4][CH2:5]1. Reactants: CO, CCO, ClC(Cl)Cl, O, Oc1ccc2ccccc2c1. The product is O=Cc1c(O)ccc2ccccc12. RXN SMILES: [CH3:12][OH:13].[CH3:14][CH2:15][OH:16].[CH:17]([Cl:18])([Cl:19])[Cl:20].[OH2:21].[cH:1]1[c:2]([OH:11])[cH:3][cH:4][c:5]2[cH:6][cH:7][cH:8][cH:9][c:10]12>>[c:1]1([CH:15]=[O:16])[c:2]([OH:11])[cH:3][cH:4][c:5]2[cH:6][cH:7][cH:8][cH:9][c:10]12.